The task is: describe an organic reaction: reactants, conditions, products, and yield. This data is from the Open Reaction Database (ORD), a public repository of structured organic reaction records. Reactants: C (methane), C(=O)(OCC1=CC=CC=C1)N[C@@H](CC(C)C)C(=O)N[C@@H](CC(C)C)C(=O)O (N-Cbz-L-leucinyl-L-leucine), NC(CC(C)C)C=1SC=C(N1)C(=O)OCC (amino-1-(4-carboethoxythiazol-2-yl)-3-methylbutane), C(=O)(OCC1=CC=CC=C1)N[C@@H](CC(C)C)C(=O)O (N-Cbz-L-leucine). RXN SMILES: C.[NH2:2][CH:3]([C:8]1[S:9][CH:10]=[C:11]([C:13]([O:15][CH2:16][CH3:17])=[O:14])[N:12]=1)CC(C)C.[C:18]([NH:28][C@H:29]([C:34](O)=[O:35])[CH2:30][CH:31]([CH3:33])[CH3:32])([O:20][CH2:21][C:22]1[CH:27]=[CH:26][CH:25]=[CH:24][CH:23]=1)=[O:19].C(N[C@H](C(N[C@H](C(O)=O)CC(C)C)=O)CC(C)C)(OCC1C=CC=CC=1)=O>>[CH2:21]([O:20][C:18]([NH:28][C@@H:29]([CH2:30][CH:31]([CH3:33])[CH3:32])[C:34]([NH:2][CH2:3][C:8]1[S:9][CH:10]=[C:11]([C:13]([O:15][CH2:16][CH3:17])=[O:14])[N:12]=1)=[O:35])=[O:19])[C:22]1[CH:27]=[CH:26][CH:25]=[CH:24][CH:23]=1. Yields the product C(C1=CC=CC=C1)OC(=O)N[C@H](C(=O)NCC=1SC=C(N1)C(=O)OCC)CC(C)C ((2S)-2-(benzyloxycarbonyl)amino-N-(4-carboethoxythiazol-2-yl)methyl-4-methylpentanamide). Reported procedure: Following the procedure of Example 13, except substituting 1-(tert-butoxycarbonyl)amino-1-4-carboethoxythiazol-2-yl)methane for (1S)-1-tert-butoxycarbonyl)amino-1-(4-carboethoxythiazol-2-yl)-3-methylbutane, and N-Cbz-L-leucine for N-Cbz-L-leucinyl-L-leucine, the title compound was prepared (0.120 g, 32%). MS (MH+): 434.2. Reactants: CO, COC(=O)c1ccc(Cc2cccc3ccc(NC(=O)CC4CCCC4)cc23)c(OC)c1, [Li+], C1CCOC1, [OH-], O, O. Product: COc1cc(C(=O)O)ccc1Cc1cccc2ccc(NC(=O)CC3CCCC3)cc12. RXN SMILES: [CH3:33][OH:34].[CH:1]1([CH2:6][C:7](=[O:8])[NH:9][c:10]2[cH:11][cH:12][c:13]3[cH:14][cH:15][cH:16][c:17]([CH2:20][c:21]4[c:22]([O:31][CH3:32])[cH:23][c:24]([C:25](=[O:26])[O:27][CH3:28])[cH:29][cH:30]4)[c:18]3[cH:19]2)[CH2:2][CH2:3][CH2:4][CH2:5]1.[Li+:42].[O:35]1[CH2:36][CH2:37][CH2:38][CH2:39]1.[OH-:41].[OH2:40].[OH2:43]>>[CH:1]1([CH2:6][C:7](=[O:8])[NH:9][c:10]2[cH:11][cH:12][c:13]3[cH:14][cH:15][cH:16][c:17]([CH2:20][c:21]4[c:22]([O:31][CH3:32])[cH:23][c:24]([C:25](=[O:26])[OH:27])[cH:29][cH:30]4)[c:18]3[cH:19]2)[CH2:2][CH2:3][CH2:4][CH2:5]1. RXN SMILES: C([N:4]1[C:12]2[C:7](=[CH:8][CH:9]=[C:10]([C:13]([O:15][CH3:16])=[O:14])[CH:11]=2)[C:6](=[C:17](OCC)[C:18]2[CH:23]=[CH:22][CH:21]=[CH:20][CH:19]=2)[C:5]1=[O:27])(=O)C.[CH3:28][N:29]([CH3:45])[CH2:30][CH2:31][CH2:32][N:33]([S:41]([CH3:44])(=[O:43])=[O:42])[C:34]1[CH:39]=[CH:38][C:37]([NH2:40])=[CH:36][CH:35]=1>>[CH3:45][N:29]([CH3:28])[CH2:30][CH2:31][CH2:32][N:33]([C:34]1[CH:39]=[CH:38][C:37]([NH:40]/[C:17](=[C:6]2\[C:5](=[O:27])[NH:4][C:12]3[C:7]\2=[CH:8][CH:9]=[C:10]([C:13]([O:15][CH3:16])=[O:14])[CH:11]=3)/[C:18]2[CH:23]=[CH:22][CH:21]=[CH:20][CH:19]=2)=[CH:36][CH:35]=1)[S:41]([CH3:44])(=[O:43])=[O:42]. The product is CN(CCCN(S(=O)(=O)C)C1=CC=C(N\C(\C2=CC=CC=C2)=C\2/C(NC3=CC(=CC=C23)C(=O)OC)=O)C=C1)C (3-Z-[1-(4-(N-(3-dimethylamino-propyl)-N-methylsulphonyl-amino)-anilino)-1-phenyl-methylene]-6-methoxycarbonyl-2-indolinone). The reactants are C(C)(=O)N1C(C(C2=CC=C(C=C12)C(=O)OC)=C(C1=CC=CC=C1)OCC)=O (1-acetyl-3-(1-ethoxy-1-phenylmethylene)-6-methoxycarbonyl-2-indolinone), CN(CCCN(C1=CC=C(C=C1)N)S(=O)(=O)C)C (N-(3-dimethylamino-propyl)-N-methylsulphonyl-p-phenylenediamine). Reported procedure: Prepared from 1-acetyl-3-(1-ethoxy-1-phenylmethylene)-6-methoxycarbonyl-2-indolinone and N-(3-dimethylamino-propyl)-N-methylsulphonyl-p-phenylenediamine Rf value: 0.5 (aluminium oxide, methylene chloride/methanol=30:1) C29H32N4O5S Starting materials: C1CCOC1, COC(=O)C(CCNC(=O)OC(C)(C)C)c1ccc(Cl)c(Cl)c1, [Li+], [OH-]. Yields the product CC(C)(C)OC(=O)NCCC(C(=O)O)c1ccc(Cl)c(Cl)c1. Reaction SMILES: [CH2:26]1[O:27][CH2:28][CH2:29][CH2:30]1.[CH3:1][O:2][C:3]([CH:4]([CH2:5][CH2:6][NH:7][C:8](=[O:9])[O:10][C:11]([CH3:12])([CH3:13])[CH3:14])[c:15]1[cH:16][c:17]([Cl:22])[c:18]([Cl:21])[cH:19][cH:20]1)=[O:23].[Li+:24].[OH-:25]>>[O:2]=[C:3]([CH:4]([CH2:5][CH2:6][NH:7][C:8](=[O:9])[O:10][C:11]([CH3:12])([CH3:13])[CH3:14])[c:15]1[cH:16][c:17]([Cl:22])[c:18]([Cl:21])[cH:19][cH:20]1)[OH:23]. The reactants are C1=C(C=CC=2OC3=C(C21)C=CC=C3)B(O)O (2-dibenzofuranboronic acid), BrC1=CC2=CC=C(C=C2C=C1)Br (2,6-dibromonaphthalene), C(OC)COC (dimethoxyethane), C([O-])([O-])=O.[Na+].[Na+] (sodium carbonate). The reagents and catalysts are C=1C=CC(=CC1)[P](C=2C=CC=CC2)(C=3C=CC=CC3)[Pd]([P](C=4C=CC=CC4)(C=5C=CC=CC5)C=6C=CC=CC6)([P](C=7C=CC=CC7)(C=8C=CC=CC8)C=9C=CC=CC9)[P](C=1C=CC=CC1)(C=1C=CC=CC1)C=1C=CC=CC1 (tetrakis(triphenylphosphine)palladium). Run in O (water). Reaction conditions: temperature 85 celsius, time 7 hour. Yields the product BrC=1C=C2C=CC(=CC2=CC1)C1=CC2=C(OC3=C2C=CC=C3)C=C1 (2-(6-bromonaphthalene-2-yl)dibenzofuran). The yield is 40.5%. Reaction SMILES: [CH:1]1[C:9]2[C:8]3[CH:10]=[CH:11][CH:12]=[CH:13][C:7]=3[O:6][C:5]=2[CH:4]=[CH:3][C:2]=1B(O)O.[Br:17][C:18]1[CH:27]=[CH:26][C:25]2[C:20](=[CH:21][CH:22]=[C:23](Br)[CH:24]=2)[CH:19]=1.C(COC)OC.C(=O)([O-])[O-].[Na+].[Na+]>C1C=CC([P]([Pd]([P](C2C=CC=CC=2)(C2C=CC=CC=2)C2C=CC=CC=2)([P](C2C=CC=CC=2)(C2C=CC=CC=2)C2C=CC=CC=2)[P](C2C=CC=CC=2)(C2C=CC=CC=2)C2C=CC=CC=2)(C2C=CC=CC=2)C2C=CC=CC=2)=CC=1.O>[Br:17][C:18]1[CH:19]=[C:20]2[C:25](=[CH:26][CH:27]=1)[CH:24]=[C:23]([C:2]1[CH:3]=[CH:4][C:5]3[O:6][C:7]4[CH:13]=[CH:12][CH:11]=[CH:10][C:8]=4[C:9]=3[CH:1]=1)[CH:22]=[CH:21]2 |f:3.4.5,^1:44,46,65,84|. Reported procedure: In argon atmosphere, a mixture of 18.53 g (87.4 mmol) of 2-dibenzofuranboronic acid, 25.00 g (87.4 mmol) of 2,6-dibromonaphthalene, 5.05 g (4.40 mmol) of tetrakis(triphenylphosphine)palladium (0), 300 ml of dimethoxyethane, and 132 g of a 2 M sodium carbonate aqueous solution was stirred at a bath temperature of 85° C. for 7 h. The reaction mixture was added with water and extracted with toluene. After washing with water, the organic phase was dried over magnesium sulfate. Then, the solvent was ...